Dataset: the Open Reaction Database (ORD), a public repository of structured organic reaction records. Task: describe an organic reaction: reactants, conditions, products, and yield Starting materials: CC(C)([O-])C.[K+] (potassium t-butoxide), FC1=CC=C(C=C1)CN1N=NC2=C1C=CC=C2 ([(4-fluorophenyl)methyl]-1H-benzotriazole), FC1=CC=C(C=C1)C=NC1=CC=CC=C1 ((4-fluorophenyl)methylenebenzenamine), ice. The solvent is CN(C)C=O (DMF), CN(C)C=O (DMF). Yields the product FC1=CC=C(C=C1)C#CC1=CC=C(C=C1)F (Bis(4-fluorophenyl)acetylene). RXN SMILES: CC(C)([O-])C.[K+].[F:7][C:8]1[CH:13]=[CH:12][C:11]([CH2:14]N2C3C=CC=CC=3N=N2)=[CH:10][CH:9]=1.[F:24][C:25]1[CH:30]=[CH:29][C:28]([CH:31]=NC2C=CC=CC=2)=[CH:27][CH:26]=1>CN(C=O)C>[F:24][C:25]1[CH:30]=[CH:29][C:28]([C:31]#[C:14][C:11]2[CH:10]=[CH:9][C:8]([F:7])=[CH:13][CH:12]=2)=[CH:27][CH:26]=1 |f:0.1|. Procedure details: To potassium t-butoxide (1.5 g, 13.4 mmol) in DMF (15 mL) at 75° C. was added as quickly as possible and all at once [(4-fluorophenyl)methyl]-1H-benzotriazole (1.14 g, 5 mmol) and (4-fluorophenyl)methylenebenzenamine (1.00 g, 5 mmol) dissolved in DMF (10 mL). Within a minute the solution is poured into ice-cold water (75 mL) crystallizing the title compound which was filtered and then chromatographed (PE). The acetylene 0.54 g (50%) recrystallizes as needles: mp 95°-96° C. (MeOH); (lit.1 94°-95°... Reactants: CC(C)(C)OC(=O)N1CCN(c2ncc([N+](=O)[O-])cn2)CC1, CO, C1CCOC1. The product is CC(C)(C)OC(=O)N1CCN(c2ncc(N)cn2)CC1. As a reaction SMILES: [C:1]([CH3:2])([CH3:3])([CH3:4])[O:5][C:6](=[O:7])[N:8]1[CH2:9][CH2:10][N:11]([c:14]2[n:15][cH:16][c:17]([N+:20]([O-:21])=[O:22])[cH:18][n:19]2)[CH2:12][CH2:13]1.[CH3:28][OH:29].[O:23]1[CH2:24][CH2:25][CH2:26][CH2:27]1>>[C:1]([CH3:2])([CH3:3])([CH3:4])[O:5][C:6](=[O:7])[N:8]1[CH2:9][CH2:10][N:11]([c:14]2[n:15][cH:16][c:17]([NH2:20])[cH:18][n:19]2)[CH2:12][CH2:13]1. Starting materials: ice, CN(CCCN)C (N,N-dimethyl-1,3-propanediamine), ClC=1C=C(OC2CN(CC2)C(=O)Cl)C=CC1 (3-(3-chlorophenoxy)-1-pyrrolidinecarbonyl chloride), C([O-])([O-])=O.[Na+].[Na+] (sodium carbonate). The solvent is C(Cl)(Cl)Cl (chloroform), O (water). Conditions: time 72 hour. Product: ClC=1C=C(OC2CN(CC2)C(=O)NCCCN(C)C)C=CC1 (3-(3-Chlorophenoxy)-N-[3-(dimethylamino)propyl]-1-pyrrolidinecarboxamide). Yield: 43.0%. RXN SMILES: [Cl:1][C:2]1[CH:3]=[C:4]([CH:14]=[CH:15][CH:16]=1)[O:5][CH:6]1[CH2:10][CH2:9][N:8]([C:11](Cl)=[O:12])[CH2:7]1.C(=O)([O-])[O-].[Na+].[Na+].[CH3:23][N:24]([CH3:29])[CH2:25][CH2:26][CH2:27][NH2:28]>C(Cl)(Cl)Cl.O>[Cl:1][C:2]1[CH:3]=[C:4]([CH:14]=[CH:15][CH:16]=1)[O:5][CH:6]1[CH2:10][CH2:9][N:8]([C:11]([NH:28][CH2:27][CH2:26][CH2:25][N:24]([CH3:29])[CH3:23])=[O:12])[CH2:7]1 |f:1.2.3|. Procedure details: A solution, 13 g (0.05 mole) of 3-(3-chlorophenoxy)-1-pyrrolidinecarbonyl chloride in 100 ml of chloroform was stirred at 0° C. for 5 min. Then, the following were added in order: 25 g of ice, 12.8 g of sodium carbonate; and 5.62 g (0.055 mole) of N,N-dimethyl-1,3-propanediamine. The resulting mixture was allowed to come to room temperature and stirred for 72 hours. At this time the reaction mixture was diluted with excess water and the organic phase separated. The chloroform solution was washed...